From a dataset of the Open Reaction Database (ORD), a public repository of structured organic reaction records. describe an organic reaction: reactants, conditions, products, and yield The reactants are BrC1=C2CC(C(C2=CC(=C1O)F)=O)CCCC (4-bromo-2-butyl-6-fluoro-5-hydroxy-1-indanone), CI (methyl iodide), C([O-])(O)=O.[Na+] (sodium bicarbonate). Run in CN(C=O)C (N,N-dimethylformamide). Conditions: time 17 hour. Yields the product BrC1=C2CC(C(C2=CC(=C1OC)F)=O)CCCC (4-bromo-2-butyl-6-fluoro-5-methoxy-1-indanone). The yield is 81.6%. As a reaction SMILES: [Br:1][C:2]1[C:10]([OH:11])=[C:9]([F:12])[CH:8]=[C:7]2[C:3]=1[CH2:4][CH:5]([CH2:14][CH2:15][CH2:16][CH3:17])[C:6]2=[O:13].CI.[C:20](=O)(O)[O-].[Na+]>CN(C)C=O>[Br:1][C:2]1[C:10]([O:11][CH3:20])=[C:9]([F:12])[CH:8]=[C:7]2[C:3]=1[CH2:4][CH:5]([CH2:14][CH2:15][CH2:16][CH3:17])[C:6]2=[O:13] |f:2.3|. Procedure details: A mixture of 4-bromo-2-butyl-6-fluoro-5-hydroxy-1-indanone (2.17 g, 7.23 mmol), N,N-dimethylformamide (14.5 mL), methyl iodide (0.675 mL, 10.84 mmol), and sodium bicarbonate (1.50 g, 18.1 mmol) was stirred at room temperature for 17 hours. The solvent was evaporated under vacuum. The residue in EtOAc (150 mL) was washed with water (5×100 mL) and brine (50 mL), dried over MgSO4, filtered, and evaporated under vacuum to an oil (2.29 g). The crude product was dissolved in CH2CL2 (5 mL) and the solu... Solvent: C(C)O.C1CCOC1 (ethanol THF). Reagents/catalysts: [Pd] (Pd/C). Reaction SMILES: [C:1]([N:4]1[C:12]2[C:7](=[CH:8][C:9]([N+:13]([O-])=O)=[CH:10][CH:11]=2)[CH2:6][CH2:5]1)(=[O:3])[CH3:2].C(O)C>C(O)C.C1COCC1.[Pd]>[C:1]([N:4]1[C:12]2[C:7](=[CH:8][C:9]([NH2:13])=[CH:10][CH:11]=2)[CH2:6][CH2:5]1)(=[O:3])[CH3:2] |f:2.3|. The yield is 67.9%. Reactants: C(C)(=O)N1CCC2=CC(=CC=C12)[N+](=O)[O-] (1-acetyl-5-nitroindoline), C(C)O (ethanol). The product is C(C)(=O)N1CCC2=CC(=CC=C12)N (1-Acetyl-5-aminoindoline). Procedure details: The solution of 1-acetyl-5-nitroindoline (1.0 g, 4.85 mmol) in ethanol-THF (100 mL: 30 mL) was hydrogenated over 5% Pd/C (600 mg) at atmosphere pressure for 2 h, filtered through Celite and concentrated in vacuo to give a white solid which was recrystalllized from ethanol. White crystalline solid (580 mg, 68%) was obtained. Mp 185-186.5° C. (lit 184-185° C., [21]); 1H NMR (270 MHz, DMSO): δ 7.73 (1H, d, J=8.6 Hz, ArH), 6.45 (1H, s broad, w1/2=1.8 Hz, ArH), 6.33 (1H, dd, J=8.6, 1.8 Hz, ArH), 4.82... The reactants are ice H2O, COC(C1=CC(=C(C=C1)Cl)[N+](=O)[O-])=O (4-chloro-3-nitrobenzoic acid methyl ester), C(C)(C)(C)OC(NC1=CC=C(C=C1)O)=O ((4-hydroxy-phenyl)-carbamic acid tert-butyl ester), C(=O)([O-])[O-].[K+].[K+] (K2CO3). Solvent: CN(C)C=O (DMF). Reaction conditions: temperature 110 celsius. Yields the product COC(C1=CC(=C(C=C1)OC1=CC=C(C=C1)NC(=O)OC(C)(C)C)[N+](=O)[O-])=O (4-(4-tert-Butoxycarbonylamino-phenoxy)-3-nitro-benzoic acid methyl ester). Isolated yield 70.1%. RXN SMILES: [CH3:1][O:2][C:3](=[O:14])[C:4]1[CH:9]=[CH:8][C:7](Cl)=[C:6]([N+:11]([O-:13])=[O:12])[CH:5]=1.[C:15]([O:19][C:20](=[O:29])[NH:21][C:22]1[CH:27]=[CH:26][C:25]([OH:28])=[CH:24][CH:23]=1)([CH3:18])([CH3:17])[CH3:16].C([O-])([O-])=O.[K+].[K+]>CN(C=O)C>[CH3:1][O:2][C:3](=[O:14])[C:4]1[CH:9]=[CH:8][C:7]([O:28][C:25]2[CH:24]=[CH:23][C:22]([NH:21][C:20]([O:19][C:15]([CH3:18])([CH3:17])[CH3:16])=[O:29])=[CH:27][CH:26]=2)=[C:6]([N+:11]([O-:13])=[O:12])[CH:5]=1 |f:2.3.4|. Reported procedure: A mixture of 4-chloro-3-nitrobenzoic acid methyl ester (15.0 g, 68 mmol), (4-hydroxy-phenyl)-carbamic acid tert-butyl ester (14.7 g, 68 mmol) and K2CO3 (18.9 g, 136 mmol) in DMF (300 mL) was heated at 110° C. for 1 hour under N2, cooled to room temperature, and then poured into ice-H2O (1200 mL) under stirring. The aqueous mixture was extracted with AcOEt (600 mL). The extract was washed with H2O (3 times) and brine, dried over MgSO4, and evaporated to give pale brown crystal, which was purified... Reactants: COC(=O)C=1N(C=C(C(C1OCC1=CC=CC=C1)=O)C(NCC1=CC=C(C=C1)F)=O)CC=O (3-benzyloxy-5-(4-fluoro-benzylcarbamoyl)-4-oxo-1-(2-oxo-ethyl)-1,4-dihydro-pyridine-2-carboxylic acid methyl ester), N[C@H](CO)C ((2S)-2-amino-1-propanol), C(C)(=O)O (acetic acid). Solvent: ClCCl (dichloromethane). Yields the product FC1=CC=C(C=C1)CNC(=O)C=1C(C(=C2N(C[C@@H]3N(C2=O)[C@H](CO3)C)C1)OCC1=CC=CC=C1)=O ((3S,11aR)—N-[(4-fluorophenyl)methyl]-3-methyl-5,7-dioxo-6-[(phenylmethyl)oxy]-2,3,5,7,11,11a-hexahydro[1,3]oxazolo[3,2-a]pyrido[1,2-d]pyrazine-8-carboxamide). Yield: 95.2%. As a reaction SMILES: CO[C:3]([C:5]1[N:6]([CH2:31][CH:32]=[O:33])[CH:7]=[C:8]([C:20](=[O:30])[NH:21][CH2:22][C:23]2[CH:28]=[CH:27][C:26]([F:29])=[CH:25][CH:24]=2)[C:9](=[O:19])[C:10]=1[O:11][CH2:12][C:13]1[CH:18]=[CH:17][CH:16]=[CH:15][CH:14]=1)=[O:4].[NH2:34][C@@H:35]([CH3:38])[CH2:36]O.C(O)(=O)C>ClCCl>[F:29][C:26]1[CH:25]=[CH:24][C:23]([CH2:22][NH:21][C:20]([C:8]2[C:9](=[O:19])[C:10]([O:11][CH2:12][C:13]3[CH:14]=[CH:15][CH:16]=[CH:17][CH:18]=3)=[C:5]3[C:3](=[O:4])[N:34]4[C@@H:35]([CH3:38])[CH2:36][O:33][C@@H:32]4[CH2:31][N:6]3[CH:7]=2)=[O:30])=[CH:28][CH:27]=1. Procedure details: The title compound was made in two steps using a similar process to that described in example Z-2. 16 (100 mg, 0.22 mmol) and (2S)-2-amino-1-propanol (0.10 mL, 1.28 mmol) were reacted in dichloromethane (2 mL) with acetic acid to give (3S,11aR)—N-[(4-fluorophenyl)methyl]-3-methyl-5,7-dioxo-6-[(phenylmethyl)oxy]-2,3,5,7,11,11a-hexahydro[1,3]oxazolo[3,2-a]pyrido[1,2-d]pyrazine-8-carboxamide (100 mg, 95%). This material was hydrogenated in a second step as described in example Z-2 to give (3S,11aR)... The reactants are OC(C(=O)OCC)CCC1=CC(=C(C=C1)O)OC (ethyl 2-hydroxy-4-(4-hydroxy-3-methoxyphenyl)butanoate), [O-]C#N.[K+] (potassium cyanate). Solvent: C(CCC)O (butanol). Reaction conditions: time 18 hour. The product is OC1=C(C=C(C=C1)CCC1C(NC(O1)=O)=O)OC (5-[2-(4-hydroxy-3-methoxyphenyl)ethyl]-2,4-oxazolidinedione). Isolated yield 27.7%. RXN SMILES: [OH:1][CH:2]([CH2:8][CH2:9][C:10]1[CH:15]=[CH:14][C:13]([OH:16])=[C:12]([O:17][CH3:18])[CH:11]=1)[C:3]([O:5]CC)=O.[O-:19][C:20]#[N:21].[K+]>C(O)CCC>[OH:16][C:13]1[CH:14]=[CH:15][C:10]([CH2:9][CH2:8][CH:2]2[O:1][C:20](=[O:19])[NH:21][C:3]2=[O:5])=[CH:11][C:12]=1[O:17][CH3:18] |f:1.2|. Procedure details: A mixture of ethyl 2-hydroxy-4-(4-hydroxy-3-methoxyphenyl)butanoate (0.73 g), potassium cyanate (KCNO) (0.7 g) and butanol (25 ml) was stirred for 18 hours under reflux. The reaction mixture was concentrated under reduced pressure. The residue was poured into water and acidified with 2N HCl, followed by extraction with ethyl acetate. The ethyl acetate layer was washed with water and dried (MgSO4), followed by distilling off the solvent. The resulting oily product was subjected to column chromato... Starting materials: Brc1cccc(Br)n1, CS(C)=O, [Na], O, c1nc[nH]n1. Product: Brc1cccc(-n2cncn2)n1. As a reaction SMILES: [Br:1][c:2]1[n:3][c:4]([Br:8])[cH:5][cH:6][cH:7]1.[CH3:15][S:16]([CH3:17])=[O:18].[Na:9].[OH2:19].[nH:10]1[n:11][cH:12][n:13][cH:14]1>>[Br:1][c:2]1[n:3][c:4](-[n:10]2[n:11][cH:12][n:13][cH:14]2)[cH:5][cH:6][cH:7]1. Starting materials: C(C)(C)(C)OC(=O)N1CCC(CC1)O (1-t-butoxycarbonyl-4-hydroxypiperidine), CC1=C(C(C(=O)OC)=CC(=C1)[N+](=O)[O-])O (methyl 3-methyl-5-nitrosalicylate), C1(=CC=CC=C1)P(C1=CC=CC=C1)C1=CC=CC=C1 (triphenylphosphine), N(=NC(=O)OCC)C(=O)OCC (diethyl azodicarboxylate). Solvent: ClCCl (dichloromethane). Reaction conditions: time 3 hour. Product: C(C)(C)(C)OC(=O)N1CCC(CC1)OC1=C(C=C(C=C1C)[N+](=O)[O-])C(=O)OC (4-(1-t-Butoxycarbonylpiperidin-4-yloxy)-3-methoxycarbonyl-5-methylnitrobenzene). The yield is 92.2%. RXN SMILES: [C:1]([O:5][C:6]([N:8]1[CH2:13][CH2:12][CH:11]([OH:14])[CH2:10][CH2:9]1)=[O:7])([CH3:4])([CH3:3])[CH3:2].[CH3:15][C:16]1[CH:25]=[C:24]([N+:26]([O-:28])=[O:27])[CH:23]=[C:18]([C:19]([O:21][CH3:22])=[O:20])[C:17]=1O.C1(P(C2C=CC=CC=2)C2C=CC=CC=2)C=CC=CC=1.N(C(OCC)=O)=NC(OCC)=O>ClCCl>[C:1]([O:5][C:6]([N:8]1[CH2:13][CH2:12][CH:11]([O:14][C:17]2[C:16]([CH3:15])=[CH:25][C:24]([N+:26]([O-:28])=[O:27])=[CH:23][C:18]=2[C:19]([O:21][CH3:22])=[O:20])[CH2:10][CH2:9]1)=[O:7])([CH3:4])([CH3:2])[CH3:3]. Procedure: To a solution of 1-t-butoxycarbonyl-4-hydroxypiperidine (4.2 g), methyl 3-methyl-5-nitrosalicylate (1.8 g) and triphenylphosphine (6.8 g) in dichloromethane (100 ml) was added diethyl azodicarboxylate (4.1 ml) and the mixture was stirred at room temperature for 3 hours. The reaction mixture was concentrated in vacuo. The residue was purified by chromatography on a silica gel column using hexane/ethyl acetate=4/1 as an eluant to give the desired compound (3.1 g, yield 91%) as a rose oil. Starting materials: C1(=CC=CC=C1)C(C1=CC=CC=C1)(C1=CC=CC=C1)Cl (triphenylmethyl chloride), OC1=CC=C(C=C1)CC1C(NC(O1)=O)=O (5-([4-hydroxyphenyl]methyl)oxazolidine-2,4-dione), ClCCl (dichloromethane). Run in CN(C=O)C (dimethylformamide), C(C)N(CC)CC (triethylamine), O (water), C(C)(=O)OCC (ethyl acetate), C(C)N(CC)CC (triethylamine). Product: C1(=CC=CC=C1)C(N1C(OC(C1=O)CC1=CC=C(C=C1)O)=O)(C1=CC=CC=C1)C1=CC=CC=C1 (3-triphenylmethyl-5-([4-hydroxyphenyl]methyl)oxazolidine-2,4-dione). The yield is 60.3%. RXN SMILES: [C:1]1([C:7](Cl)([C:14]2[CH:19]=[CH:18][CH:17]=[CH:16][CH:15]=2)[C:8]2[CH:13]=[CH:12][CH:11]=[CH:10][CH:9]=2)[CH:6]=[CH:5][CH:4]=[CH:3][CH:2]=1.[OH:21][C:22]1[CH:27]=[CH:26][C:25]([CH2:28][CH:29]2[O:33][C:32](=[O:34])[NH:31][C:30]2=[O:35])=[CH:24][CH:23]=1.ClCCl>O.C(OCC)(=O)C.C(N(CC)CC)C.CN(C)C=O>[C:1]1([C:7]([C:14]2[CH:19]=[CH:18][CH:17]=[CH:16][CH:15]=2)([C:8]2[CH:13]=[CH:12][CH:11]=[CH:10][CH:9]=2)[N:31]2[C:30](=[O:35])[CH:29]([CH2:28][C:25]3[CH:26]=[CH:27][C:22]([OH:21])=[CH:23][CH:24]=3)[O:33][C:32]2=[O:34])[CH:6]=[CH:5][CH:4]=[CH:3][CH:2]=1. Procedure: 0.33 g (1.18 mmole) triphenylmethyl chloride was added to a solution of 0.245 g (1.18 mmole) 5-([4-hydroxyphenyl]methyl)oxazolidine-2,4-dione, 0.165 ml (1.18 mmole) triethylamine, 5 ml dichloromethane and 5 ml dimethylformamide on an icebath. The temperature of the reaction mixture was allowed to reach room temperature. After 1.5 hours 0.05 ml more triethylamine was added. After 2 hours ethyl acetate and water were added and the phases were seperated. The organic phase was dried (sodium sulfate)...